From a dataset of the Open Reaction Database (ORD), a public repository of structured organic reaction records. describe an organic reaction: reactants, conditions, products, and yield Starting materials: C(C1=CC=CC=C1)N1C([C@H](C\C=C/CC1)NC(OC(C)(C)C)=O)=O ((S,Z)-tert-butyl 1-benzyl-2-oxo-1,2,3,4,7,8-hexahydroazocin-3-ylcarbamate). Reagents/catalysts: [Pd] (Pd/C). Run in CCOC(=O)C (EtOAc). Run at time 1 hour. Yields the product C(C1=CC=CC=C1)N1C([C@H](CCCCC1)NC(OC(C)(C)C)=O)=O ((S)-tert-butyl 1-benzyl-2-oxoazocan-3-ylcarbamate). The yield is 100.0%. Reaction SMILES: [CH2:1]([N:8]1[CH2:15][CH2:14][CH:13]=[CH:12][CH2:11][C@H:10]([NH:16][C:17](=[O:23])[O:18][C:19]([CH3:22])([CH3:21])[CH3:20])[C:9]1=[O:24])[C:2]1[CH:7]=[CH:6][CH:5]=[CH:4][CH:3]=1>CCOC(C)=O.[Pd]>[CH2:1]([N:8]1[CH2:15][CH2:14][CH2:13][CH2:12][CH2:11][C@H:10]([NH:16][C:17](=[O:23])[O:18][C:19]([CH3:20])([CH3:21])[CH3:22])[C:9]1=[O:24])[C:2]1[CH:3]=[CH:4][CH:5]=[CH:6][CH:7]=1. Reported procedure: A suspension of (S,Z)-tert-butyl 1-benzyl-2-oxo-1,2,3,4,7,8-hexahydroazocin-3-ylcarbamate (86 mg, 0.26 mmol) and 5% Pd/C (15 mg) in EtOAc (1 mL) was stirred under a hydrogen balloon for 1 hr. The reaction mixture was filtered and the filtrate was concentrated and dried under high vacuum to afford (S)-tert-butyl 1-benzyl-2-oxoazocan-3-ylcarbamate (86 mg, 0.26 mmol, 99% yield) as a colorless oil. 1H NMR (400 MHz, CDCl3) δ ppm 7.42-7.14 (m, 5H), 5.71 (d, J=7.5 Hz, 1H), 5.17 (d, J=14.7 Hz, 1H), 4.72... Starting materials: CC(C)(C)S(=O)NC(c1cnc(NC(=O)C2(c3ccc4c(c3)OCO4)CC2)s1)c1ccccc1Cl, CO, Cl, C1COCCO1. Yields the product NC(c1cnc(NC(=O)C2(c3ccc4c(c3)OCO4)CC2)s1)c1ccccc1Cl. Reaction SMILES: [C:1]([S:2](=[O:3])[NH:7][CH:8]([c:9]1[cH:10][n:11][c:12]([NH:14][C:15](=[O:16])[C:17]2([c:20]3[cH:21][c:22]4[c:23]([cH:27][cH:28]3)[O:24][CH2:25][O:26]4)[CH2:18][CH2:19]2)[s:13]1)[c:29]1[c:30]([Cl:35])[cH:31][cH:32][cH:33][cH:34]1)([CH3:4])([CH3:5])[CH3:6].[CH3:43][OH:44].[ClH:36].[O:37]1[CH2:38][CH2:39][O:40][CH2:41][CH2:42]1>>[NH2:7][CH:8]([c:9]1[cH:10][n:11][c:12]([NH:14][C:15](=[O:16])[C:17]2([c:20]3[cH:21][c:22]4[c:23]([cH:27][cH:28]3)[O:24][CH2:25][O:26]4)[CH2:18][CH2:19]2)[s:13]1)[c:29]1[c:30]([Cl:35])[cH:31][cH:32][cH:33][cH:34]1. The reactants are O=C(O)CCCc1cn(C(c2ccccc2)(c2ccccc2)c2ccccc2)cn1, CC(C)(C)NC(=O)c1ccc(Br)cc1, [Li]CCCC, [Cl-], [NH4+], C1CCOC1. Yields the product CC(C)(C)NC(=O)c1ccc(C(=O)CCCc2cn(C(c3ccccc3)(c3ccccc3)c3ccccc3)cn2)cc1. Reaction SMILES: [C:15]([c:16]1[cH:17][cH:18][cH:19][cH:20][cH:21]1)([c:22]1[cH:23][cH:24][cH:25][cH:26][cH:27]1)([c:28]1[cH:29][cH:30][cH:31][cH:32][cH:33]1)[n:34]1[cH:35][n:36][c:37]([CH2:39][CH2:40][CH2:41][C:42](=[O:43])[OH:44])[cH:38]1.[C:1]([CH3:2])([CH3:3])([CH3:4])[NH:5][C:6]([c:7]1[cH:8][cH:9][c:10]([Br:13])[cH:11][cH:12]1)=[O:14].[CH2:52]([Li:53])[CH2:54][CH2:55][CH3:56].[Cl-:45].[NH4+:46].[O:47]1[CH2:48][CH2:49][CH2:50][CH2:51]1>>[C:1]([CH3:2])([CH3:3])([CH3:4])[NH:5][C:6]([c:7]1[cH:8][cH:9][c:10]([C:42]([CH2:41][CH2:40][CH2:39][c:37]2[n:36][cH:35][n:34]([C:15]([c:16]3[cH:17][cH:18][cH:19][cH:20][cH:21]3)([c:22]3[cH:23][cH:24][cH:25][cH:26][cH:27]3)[c:28]3[cH:29][cH:30][cH:31][cH:32][cH:33]3)[cH:38]2)=[O:43])[cH:11][cH:12]1)=[O:14]. The reactants are COC(=O)NC(=S)Nc1ccccc1N, CCO, O=C1C=CC(=O)O1. The product is COC(=O)NC(=S)Nc1ccccc1NC(=O)C=CC(=O)O. RXN SMILES: [CH3:1][O:2][C:3](=[O:4])[NH:5][C:6](=[S:7])[NH:8][c:9]1[c:10]([NH2:15])[cH:11][cH:12][cH:13][cH:14]1.[CH3:23][CH2:24][OH:25].[O:16]=[C:17]1[O:18][C:19](=[O:20])[CH:21]=[CH:22]1>>[CH3:1][O:2][C:3](=[O:4])[NH:5][C:6](=[S:7])[NH:8][c:9]1[c:10]([NH:15][C:19](=[O:20])[CH:21]=[CH:22][C:17](=[O:16])[OH:18])[cH:11][cH:12][cH:13][cH:14]1. The reactants are [BH3-]C#N, CC(=O)C(=O)N1CCCC1C(=O)OC(C)(C)C, CCO, O=C(O)C(F)(F)F, [Na+], [Na+], O=C([O-])O, O, c1ccncc1. Product: CC(=O)C(=O)N1CCCC1C(=O)O. As a reaction SMILES: [C:23]([BH3-:24])#[N:25].[C:6]([CH3:7])([CH3:8])([CH3:9])[O:10][C:11]([CH:12]1[N:13]([C:17]([C:18](=[O:19])[CH3:20])=[O:21])[CH2:14][CH2:15][CH2:16]1)=[O:22].[CH3:34][CH2:35][OH:36].[F:37][C:38]([F:39])([F:40])[C:41]([OH:42])=[O:43].[Na+:26].[Na+:5].[O-:1][C:2]([OH:3])=[O:4].[OH2:33].[cH:27]1[cH:28][cH:29][n:30][cH:31][cH:32]1>>[O:10]=[C:11]([CH:12]1[N:13]([C:17]([C:18](=[O:19])[CH3:20])=[O:21])[CH2:14][CH2:15][CH2:16]1)[OH:22].